From a dataset of the Open Reaction Database (ORD), a public repository of structured organic reaction records. describe an organic reaction: reactants, conditions, products, and yield Conditions: temperature 190 celsius, time 3 hour. Starting materials: C(C)OC(CC(C#N)C1(CCC2(OCC(CO2)(C)C)CC1)CC=C)=O (3-(9-Allyl-3,3-dimethyl-1,5-dioxa-spiro[5.5]undec-9-yl)-3-cyano-propionic acid ethyl ester). Reported procedure: 3-(9-Allyl-3,3-dimethyl-1,5-dioxa-spiro[5.5]undec-9-yl)-3-cyano-propionic acid ethyl ester (4.21 g) is dissolved in a solution of KOH (16.5 g) in ethylene glycol (110 mL) and the resulting mixture is heated to 190° C. and stirred at this temperature for 3 h. After cooling to room temperature, the solution is diluted with water and neutralized with acetic acid. The resulting solution is extracted several times with ethyl acetate. The extracts are combined and the solvent is evaporated. The residu... RXN SMILES: C(OC(=O)CC([C:9]1([CH2:22][CH:23]=[CH2:24])[CH2:21][CH2:20][C:12]2([O:17][CH2:16][C:15]([CH3:19])([CH3:18])[CH2:14][O:13]2)[CH2:11][CH2:10]1)C#N)C>[OH-].[K+].C(O)CO.O.C(O)(=O)C>[CH2:22]([C:9]1([CH2:11][C:12]([OH:17])=[O:13])[CH2:21][CH2:20][C:12]2([O:17][CH2:16][C:15]([CH3:19])([CH3:18])[CH2:14][O:13]2)[CH2:11][CH2:10]1)[CH:23]=[CH2:24] |f:1.2|. Yields the product C(C=C)C1(CCC2(OCC(CO2)(C)C)CC1)CC(=O)O ((9-allyl-3,3-dimethyl-1,5-dioxa-spiro[5.5]undec-9-yl)-acetic acid). The solvent is [OH-].[K+] (KOH), C(CO)O (ethylene glycol), O (water), C(C)(=O)O (acetic acid). Reactants: [H-].[Al+3].[Li+].[H-].[H-].[H-] (lithium aluminum hydride), C(C)OC(=O)C=1C(=C(C(=NC1CC)C1CCCC1)COCC1=CC(=CC=C1)C(F)(F)F)C1=CC=C(C=C1)F (2-cyclopentyl-6-ethyl-4-(4-fluorophenyl)-3-(3trifluoromethylbenzyloxymethyl)-pyridine-5-carboxylic acid ethylester), C(C)OCC (diethyl ether), [OH-].[K+] (potassium hydroxide). Solvent: O1CCCC1 (tetrahydrofuran), O1CCCC1 (tetrahydrofuran). Yields the product C1(CCCC1)C1=NC(=C(C(=C1COCC1=CC(=CC=C1)C(F)(F)F)C1=CC=C(C=C1)F)CO)CC (2-Cyclopentyl-6-ethyl-4-(4-fluorophenyl)-5-hydroxymethyl-3-(3-trifluoromethylbenzyloxymethyl)pyridine). As a reaction SMILES: [H-].[Al+3].[Li+].[H-].[H-].[H-].C([O:9][C:10]([C:12]1[C:13]([C:38]2[CH:43]=[CH:42][C:41]([F:44])=[CH:40][CH:39]=2)=[C:14]([CH2:25][O:26][CH2:27][C:28]2[CH:33]=[CH:32][CH:31]=[C:30]([C:34]([F:37])([F:36])[F:35])[CH:29]=2)[C:15]([CH:20]2[CH2:24][CH2:23][CH2:22][CH2:21]2)=[N:16][C:17]=1[CH2:18][CH3:19])=O)C.[OH-].[K+].C(OCC)C>O1CCCC1>[CH:20]1([C:15]2[C:14]([CH2:25][O:26][CH2:27][C:28]3[CH:33]=[CH:32][CH:31]=[C:30]([C:34]([F:37])([F:35])[F:36])[CH:29]=3)=[C:13]([C:38]3[CH:43]=[CH:42][C:41]([F:44])=[CH:40][CH:39]=3)[C:12]([CH2:10][OH:9])=[C:17]([CH2:18][CH3:19])[N:16]=2)[CH2:24][CH2:23][CH2:22][CH2:21]1 |f:0.1.2.3.4.5,7.8|. Reported procedure: A suspension of 30 mg (0.8 mmol) of lithium aluminum hydride in 10 ml of absol. tetrahydrofuran is heated under argon. After this, 212 mg (0.4 mmol) of 2-cyclopentyl-6-ethyl-4-(4-fluorophenyl)-3-(3trifluoromethylbenzyloxymethyl)-pyridine-5-carboxylic acid ethylester dissolved in 10 ml of absolute tetrahydrofuran is added. Next, the mixture is refluxed for 1 h. After cooling to room temperature, 10 ml of a 10% potassium hydroxide solution is added. The resulting sediment is drawn off by suction a... The reactants are CSSC, CCOC(C)=O, CC#N, CCOC(=O)C1=Cc2cc(N)ccc2OCC1, O. Product: CCOC(=O)C1=Cc2cc(SC)ccc2OCC1. RXN SMILES: [CH3:18][S:19][S:20][CH3:21].[CH3:22][CH2:23][O:24][C:25](=[O:26])[CH3:27].[CH3:29][C:30]#[N:31].[NH2:1][c:2]1[cH:3][cH:4][c:5]2[c:6]([cH:17]1)[CH:7]=[C:8]([C:12](=[O:13])[O:14][CH2:15][CH3:16])[CH2:9][CH2:10][O:11]2.[OH2:28]>>[c:2]1([S:19][CH3:18])[cH:3][cH:4][c:5]2[c:6]([cH:17]1)[CH:7]=[C:8]([C:12](=[O:13])[O:14][CH2:15][CH3:16])[CH2:9][CH2:10][O:11]2. The reactants are N1C(CC1)=O (azetidinone), C(C)(C)(C)OC(=O)C(=C(CBr)O)N1C(C(C1SC=O)NC(COC1=CC=CC=C1)=O)=O (1-(1-tert.-butyloxycarbonyl-2-hydroxy-3-bromo-1-propenyl)-3-phenoxyacetamido-4-formylthio-azetidin-2-one), N1C(CC1)=O (azetidinone), 1,5-diazobicyclo[5.4.0]undec-5-ene, mercuric acetate. The solvent is ClCCl (dichloromethane). Yields the product O(C1=CC=CC=C1)CC(=O)NC1[C@@H]2N(C(=C(CS2)O)C(=O)OC(C)(C)C)C1=O (tert.-butyl 7-phenoxyacetamido- 3-hydroxy-3-cephem-4-carboxylate). RXN SMILES: N1CCC1=O.[C:6]([O:10][C:11]([C:13]([N:18]1[CH:21]([S:22]C=O)[CH:20]([NH:25][C:26](=[O:35])[CH2:27][O:28][C:29]2[CH:34]=[CH:33][CH:32]=[CH:31][CH:30]=2)[C:19]1=[O:36])=[C:14]([OH:17])[CH2:15]Br)=[O:12])([CH3:9])([CH3:8])[CH3:7]>ClCCl>[O:28]([CH2:27][C:26]([NH:25][CH:20]1[C:19](=[O:36])[N:18]2[C:13]([C:11]([O:10][C:6]([CH3:8])([CH3:7])[CH3:9])=[O:12])=[C:14]([OH:17])[CH2:15][S:22][C@H:21]12)=[O:35])[C:29]1[CH:34]=[CH:33][CH:32]=[CH:31][CH:30]=1. Procedure: The azetidin-2-ones provided by this invention are useful as intermediates in the preparation of 3-hyroxy cephalosporin antibiotics. In particular, a 1-(1-protectedcarboxy-2-hydroxy-3-bromo-1-propenyl)-3-amido(or imido)-4-formylthio-azetidin-2-one of this invention can readily be cyclized to provide the corresponding 7-amido (or imido)-4-protected-carboxy-3-hydroxy-3-cephem. Such cyclization of the azetidinone is effected by reaction with a cyclizing agent, such as for example 1,5-diazobicyclo[5... Reaction SMILES: [BH3:1].[CH2:18]1[O:19][CH2:20][CH2:21][CH2:22]1.[CH3:14][CH2:15][OH:16].[ClH:17].[NH2:2][c:3]1[c:4]([C:5]#[N:6])[cH:7][c:8]([N+:11](=[O:12])[O-:13])[cH:9][cH:10]1>>[ClH:17].[NH2:2][c:3]1[c:4]([CH2:5][NH2:6])[cH:7][c:8]([N+:11](=[O:12])[O-:13])[cH:9][cH:10]1. The reactants are B, C1CCOC1, CCO, Cl, N#Cc1cc([N+](=O)[O-])ccc1N. Product: Cl, NCc1cc([N+](=O)[O-])ccc1N. Starting materials: BrC1=NC=2N(C=C1)C1=C(N2)C=CC=C1 (2-bromobenzo[4,5]imidazo[1,2-a]pyrimidine), C(CCC#C)O (pent-4-yn-1-ol), CCN(C(C)C)C(C)C (DIPEA). The reagents and catalysts are C=1C=CC(=CC1)[P](C=2C=CC=CC2)(C=3C=CC=CC3)[Pd]([P](C=4C=CC=CC4)(C=5C=CC=CC5)C=6C=CC=CC6)([P](C=7C=CC=CC7)(C=8C=CC=CC8)C=9C=CC=CC9)[P](C=1C=CC=CC1)(C=1C=CC=CC1)C=1C=CC=CC1 (tetrakis(triphenylphosphine)palladium). Solvent: O1CCOCC1 (dioxane), CCOC(=O)C (EtOAc). Conditions: temperature 120 celsius. Yields the product N=1C=2N(C=CC1C#CCCCO)C1=C(N2)C=CC=C1 (5-(benzo[4,5]imidazo[1,2-a]pyrimidin-2-yl)pent-4-yn-1-ol). Yield: 55.7%. Reaction SMILES: Br[C:2]1[CH:7]=[CH:6][N:5]2[C:8]3[CH:14]=[CH:13][CH:12]=[CH:11][C:9]=3[N:10]=[C:4]2[N:3]=1.[CH2:15]([OH:20])[CH2:16][CH2:17][C:18]#[CH:19].CCN(C(C)C)C(C)C>O1CCOCC1.CCOC(C)=O.C1C=CC([P]([Pd]([P](C2C=CC=CC=2)(C2C=CC=CC=2)C2C=CC=CC=2)([P](C2C=CC=CC=2)(C2C=CC=CC=2)C2C=CC=CC=2)[P](C2C=CC=CC=2)(C2C=CC=CC=2)C2C=CC=CC=2)(C2C=CC=CC=2)C2C=CC=CC=2)=CC=1>[N:3]1[C:4]2[N:5]([C:8]3[CH:14]=[CH:13][CH:12]=[CH:11][C:9]=3[N:10]=2)[CH:6]=[CH:7][C:2]=1[C:19]#[C:18][CH2:17][CH2:16][CH2:15][OH:20] |^1:45,47,66,85|. Procedure details: A mixture of 2-bromobenzo[4,5]imidazo[1,2-a]pyrimidine (40 mg, 0.2 mmol), pent-4-yn-1-ol (22 mg, 0.26 mmol), tetrakis(triphenylphosphine)palladium (23 mg, 0.02 mmol), DIPEA (50 mg, 0.4 mmol) in 2 mL dioxane was heated at 120° C. for 20 min in a microwave reactor and then cooled to rt. It was diluted with EtOAc (20 mL) and washed with brine (30 mL) and water (2×30 mL) and concentrated. The residue was purified by silica chromatography (EtOAc in DCM, 10% to 100%) to afford 5-(benzo[4,5]imidazo[1,2...